This data is from the Open Reaction Database (ORD), a public repository of structured organic reaction records. The task is: describe an organic reaction: reactants, conditions, products, and yield Reactants: ClC(C(=O)Cl)(Cl)Cl (trichloroacetyl chloride), C(Cl)Cl (DCM), CN1C=NC=C1 (N-methylimidazole), C(Cl)Cl (DCM). Reaction conditions: time 8 hour. Yields the product CN1C(=CC=C1)C(C(Cl)(Cl)Cl)=O (1-Methyl-2-trichloroacetyl-1H-pyrrole). As a reaction SMILES: [Cl:1][C:2]([Cl:7])([Cl:6])[C:3](Cl)=[O:4].[CH3:8][N:9]1[CH:13]=[CH:12]N=[CH:10]1.[CH2:14](Cl)Cl>>[CH3:8][N:9]1[CH:13]=[CH:12][CH:14]=[C:10]1[C:3](=[O:4])[C:2]([Cl:7])([Cl:6])[Cl:1]. Procedure: Under argon, 1.09 ml (12.3 mmol) of trichloroacetyl chloride are initially charged in 5 ml of DCM, and a solution of N-methylimidazole and 3 ml of DCM is added dropwise at RT over a period of 30 min. The reaction solution is allowed to stir at RT overnight and then concentrated, and the residue is purified over a flash frit (cyclohexane, cyclohexane/ethyl acetate 40:1). This gives the product as a liquid. The reactants are O=C1N(C(C2=CC=CC=C12)=O)CCCC/C=C/C1=C(N(C2=CC=C(C=C12)F)CCCOC1=CC=CC2=CC=CC=C12)C(=O)OCC ((E)-ethyl 3-(6-(1,3-dioxoisoindolin-2-yl)hex-1-enyl)-5-fluoro-1-(3-(naphthalen-1-yloxy)propyl)-1H-indole-2-carboxylate), [OH-].[Na+] (NaOH). Run in O1CCCC1 (tetrahydrofuran), CO (methanol). Run at temperature 50 celsius. The product is NCCCC/C=C/C1=C(N(C2=CC=C(C=C12)F)CCCOC1=CC=CC2=CC=CC=C12)C(=O)O (3-((1E)-6-aminohex-1-enyl)-5-fluoro-1-(3-(1-naphthyloxy)propyl)-1H-indole-2-carboxylic acid). Reaction SMILES: O=C1C2C(=CC=CC=2)C(=O)[N:3]1[CH2:12][CH2:13][CH2:14][CH2:15]/[CH:16]=[CH:17]/[C:18]1[C:26]2[C:21](=[CH:22][CH:23]=[C:24]([F:27])[CH:25]=2)[N:20]([CH2:28][CH2:29][CH2:30][O:31][C:32]2[C:41]3[C:36](=[CH:37][CH:38]=[CH:39][CH:40]=3)[CH:35]=[CH:34][CH:33]=2)[C:19]=1[C:42]([O:44]CC)=[O:43].[OH-].[Na+]>O1CCCC1.CO>[NH2:3][CH2:12][CH2:13][CH2:14][CH2:15]/[CH:16]=[CH:17]/[C:18]1[C:26]2[C:21](=[CH:22][CH:23]=[C:24]([F:27])[CH:25]=2)[N:20]([CH2:28][CH2:29][CH2:30][O:31][C:32]2[C:41]3[C:36](=[CH:37][CH:38]=[CH:39][CH:40]=3)[CH:35]=[CH:34][CH:33]=2)[C:19]=1[C:42]([OH:44])=[O:43] |f:1.2|. Procedure: (E)-ethyl 3-(6-(1,3-dioxoisoindolin-2-yl)hex-1-enyl)-5-fluoro-1-(3-(naphthalen-1-yloxy)propyl)-1H-indole-2-carboxylate (The synthesis of this compound was described in EXAMPLE 160B as an intermediate.) was dissolved in a mixture of tetrahydrofuran and methanol and 5 equivalents of aqueous NaOH (10%) was added. The mixture was heated at 50° C. for 2 days. The reaction mixture was concentrated and the residue was purified by reverse phaseHPLC (mobile phase: 0-100% acetonitrile in 0.1% TFA aqueous ... The reactants are [H-].[Na+] (sodium hydride), CS (methyl mercaptan), tetrabutylammonium salt, NC1=CC(=C(C(=O)NCCN(CC)CC)C=C1Cl)O (4-amino-5-chloro-N-[2-(diethylamino)ethyl]-2-hydroxybenzamide), BrCCCCl (1-bromo-3-chloropropane). The solvent is CN(C)C=O (DMF). Conditions: temperature 40 celsius, time 30 minute. Yields the product NC1=CC(=C(C(=O)NCCN(CC)CC)C=C1Cl)OCCCSC (4-Amino-5-chloro-N-[2-(diethylamino)ethyl]-2-[3-(methylthio)propoxy]benzamide). Yield: 66.0%. RXN SMILES: [NH2:1][C:2]1[C:17]([Cl:18])=[CH:16][C:5]([C:6]([NH:8][CH2:9][CH2:10][N:11]([CH2:14][CH3:15])[CH2:12][CH3:13])=[O:7])=[C:4]([OH:19])[CH:3]=1.Br[CH2:21][CH2:22][CH2:23]Cl.[H-].[Na+].[CH3:27][SH:28]>CN(C=O)C>[NH2:1][C:2]1[C:17]([Cl:18])=[CH:16][C:5]([C:6]([NH:8][CH2:9][CH2:10][N:11]([CH2:12][CH3:13])[CH2:14][CH3:15])=[O:7])=[C:4]([O:19][CH2:21][CH2:22][CH2:23][S:28][CH3:27])[CH:3]=1 |f:2.3|. Procedure details: To a solution of tetrabutylammonium salt of 4-amino-5-chloro-N-[2-(diethylamino)ethyl]-2-hydroxybenzamide (10.54 g, 20 mmoles) (prepared in Preparation No. 3) in DMF (100 ml) was added 1-bromo-3-chloropropane (3.268 g, 2.2 ml, 20.76 mmoles) and the mixture stirred for 2 hours at ambient temperature and another 30 minutes at 40° C. The mixture was cooled to 0° C and poured over sodium hydride (1.0 g of 60% mineral oil dispersion, 25 mmoles, washed with n-pentane) under nitrogen. The mixture was s... Reactants: OC1=CC=C(C=C1)C1CCC(CC1)=O (4-(4-hydroxyphenyl)cyclohexanone), C([O-])([O-])=O.[Cs+].[Cs+] (cesium carbonate), CI (methyl iodide). Run in C(C)(=O)OCC (ethyl acetate), CN(C)C=O (DMF). Run at time 1 hour. The product is COC1=CC=C(C=C1)C1CCC(CC1)=O (4-(4-methoxyphenyl)cyclohexanone). As a reaction SMILES: [OH:1][C:2]1[CH:7]=[CH:6][C:5]([CH:8]2[CH2:13][CH2:12][C:11](=[O:14])[CH2:10][CH2:9]2)=[CH:4][CH:3]=1.[C:15](=O)([O-])[O-].[Cs+].[Cs+].CI>CN(C=O)C.C(OCC)(=O)C>[CH3:15][O:1][C:2]1[CH:3]=[CH:4][C:5]([CH:8]2[CH2:9][CH2:10][C:11](=[O:14])[CH2:12][CH2:13]2)=[CH:6][CH:7]=1 |f:1.2.3|. Reported procedure: To a solution of 4-(4-hydroxyphenyl)cyclohexanone (1 g, 5.26 mmol) in DMF (50 ml) was added cesium carbonate (3.00 g, 9.20 mmol) followed by methyl iodide (0.411 ml, 6.57 mmol). The reaction was stirred at room temperature for 1 hour and then diluted with ethyl acetate (100 mL), washed with water (3×50 mL), and brine (50 mL). The organic layer was dried over Na2SO4, filtered, and concentrated. Purification of the residue by flash chromatography on silica gel with 0 to 100% EtOAc/hexanes afforded... Starting materials: C1(=CC=CC=C1)CC(=O)Cl (phenylacetyl chloride), C(C)(C)(C)OC(=O)NO (N-tert-butoxycarbonyl hydroxylamine). Reported procedure: [(tert-Butoxy)carbonyl]amino 2-phenylacetate is prepared from phenylacetyl chloride and N-tert-butoxycarbonyl hydroxylamine according to Scheme 1 using literature conditions. (8.8 g, 100%), 1H NMR (500 MHz, DMSO-d6) δ ppm 10.66 (1H, br. s.), 7.24-7.38 (5H, m), 3.80 (2H, s), 1.38 (9H, s). Yields the product C1(=CC=CC=C1)CC(=O)ONC(=O)OC(C)(C)C ([(tert-Butoxy)carbonyl]amino 2-phenylacetate). RXN SMILES: [C:1]1([CH2:7][C:8](Cl)=[O:9])[CH:6]=[CH:5][CH:4]=[CH:3][CH:2]=1.[C:11]([O:15][C:16]([NH:18][OH:19])=[O:17])([CH3:14])([CH3:13])[CH3:12]>>[C:1]1([CH2:7][C:8]([O:19][NH:18][C:16]([O:15][C:11]([CH3:14])([CH3:13])[CH3:12])=[O:17])=[O:9])[CH:6]=[CH:5][CH:4]=[CH:3][CH:2]=1. Reactants: FC(SC=1C=C(C#N)C=CC1)(F)F (m-trifluoromethylthiobenzonitrile), C(#N)N=C(N)N (dicyanodiamide), [OH-].[K+] (caustic potash). Run in O (water), COCCO (methylcellosolve). Yields the product NC1=NC(=NC(=N1)N)C1=CC(=CC=C1)SC(F)(F)F (2,4-diamino-6-(3-trifluoromethylthiophenyl)-s-triazine). Reaction SMILES: [F:1][C:2]([F:13])([F:12])[S:3][C:4]1[CH:5]=[C:6]([CH:9]=[CH:10][CH:11]=1)[C:7]#[N:8].[C:14]([N:16]=[C:17]([NH2:19])[NH2:18])#[N:15].[OH-].[K+]>COCCO.O>[NH2:15][C:14]1[N:16]=[C:17]([NH2:19])[N:18]=[C:7]([C:6]2[CH:9]=[CH:10][CH:11]=[C:4]([S:3][C:2]([F:12])([F:1])[F:13])[CH:5]=2)[N:8]=1 |f:2.3|. Procedure: 2.9 g of m-trifluoromethylthiobenzonitrile (b.p. 86°-88° C./40 mm Hg) and 1.4 g of dicyanodiamide are dissolved in 3 ml of methylcellosolve and the mixture is then combined with 0.3 g of caustic potash and refluxed for 5 hours. After cooling, the mixture is diluted with water and extracted with ether, and the extract, after evaporation, is recrystallized from methanol. Melting point of the obtained material: 172°-174° C.; yield: 2.4 g. Starting materials: [Si](C)(C)(C(C)(C)C)O[C@@H]1C[C@H](N(C1)C(=O)OCC1=CC=C(C=C1)[N+](=O)[O-])CSCC(N)=O ((2S,4R)-4-t-butyldimethylsilyloxy-2-(carbamoylmethyl)thiomethyl-1-(4-nitrobenzyloxycarbonyl)pyrrolidine), Cl (hydrochloric acid). Solvent: C(C)(=O)OCC (ethyl acetate), CO (methanol). Run at time 1 hour. The product is C(N)(=O)CSC[C@H]1N(C[C@@H](C1)O)C(=O)OCC1=CC=C(C=C1)[N+](=O)[O-] ((2S,4R)-2-(carbamoylmethyl)thiomethyl-4-hydroxy-1-(4-nitrobenzyloxycarbonyl)pyrrolidine). The yield is 67.3%. Reaction SMILES: [Si]([O:8][C@H:9]1[CH2:13][N:12]([C:14]([O:16][CH2:17][C:18]2[CH:23]=[CH:22][C:21]([N+:24]([O-:26])=[O:25])=[CH:20][CH:19]=2)=[O:15])[C@H:11]([CH2:27][S:28][CH2:29][C:30](=[O:32])[NH2:31])[CH2:10]1)(C(C)(C)C)(C)C.Cl>CO.C(OCC)(=O)C>[C:30]([CH2:29][S:28][CH2:27][C@@H:11]1[CH2:10][C@@H:9]([OH:8])[CH2:13][N:12]1[C:14]([O:16][CH2:17][C:18]1[CH:19]=[CH:20][C:21]([N+:24]([O-:26])=[O:25])=[CH:22][CH:23]=1)=[O:15])(=[O:32])[NH2:31]. Procedure: To a solution of (2S,4R)-4-t-butyldimethylsilyloxy-2-(carbamoylmethyl)thiomethyl-1-(4-nitrobenzyloxycarbonyl)pyrrolidine (2.10 g) in methanol (40 ml) was added conc. hydrochloric acid (0.72 ml) at ambient temperature After stirring at the same temperature for 1 hour, this reaction mixture was concentrated under reduced pressure to give a residue. The residue was dissolved in ethyl acetate (60 ml). The solution was washed with saturated aqueous sodium hydrogen carbonate and saturated aqueous sodi... Starting materials: [Br-], C1COC1, CC[Mg+], CC(=O)O, CCC(O)C1(C=NC2CCCCC2)CCCCC1, C(=NC1CCCCC1)C1CCCCC1, C1CCOC1. Yields the product OC1OCCCC12CCCCC2. Reaction SMILES: [Br-:1].[CH2:19]1[CH2:20][O:21][CH2:22]1.[CH2:2]([Mg+:3])[CH3:4].[CH3:41][C:42](=[O:43])[OH:44].[CH:23]1([N:24]=[CH:25][C:26]2([CH:27]([CH2:28][CH3:29])[OH:40])[CH2:30][CH2:31][CH2:32][CH2:33][CH2:34]2)[CH2:35][CH2:36][CH2:37][CH2:38][CH2:39]1.[CH:5]1([CH:11]=[N:12][CH:13]2[CH2:14][CH2:15][CH2:16][CH2:17][CH2:18]2)[CH2:6][CH2:7][CH2:8][CH2:9][CH2:10]1.[O:45]1[CH2:46][CH2:47][CH2:48][CH2:49]1>>[C:5]12([CH2:6][CH2:7][CH2:8][CH2:9][CH2:10]1)[CH:11]([OH:40])[O:21][CH2:20][CH2:19][CH2:22]2. The yield is 74.3%. RXN SMILES: C1(N[C:8]([NH:10][C:11]2[CH:16]=[CH:15][CH:14]=[CH:13][CH:12]=2)=[O:9])C=CC=CC=1.[F-].[Cs+].[CH3:19][CH:20]1[CH2:24]OC(=O)[O:21]1>CS(C)=O>[C:11]1([N:10]2[CH2:19][CH:20]([CH3:24])[O:21][C:8]2=[O:9])[CH:12]=[CH:13][CH:14]=[CH:15][CH:16]=1 |f:1.2|. The solvent is CS(=O)C (dimethyl sulfoxide). Yields the product C1(=CC=CC=C1)N1C(OC(C1)C)=O (3-phenyl-5-methyloxazolidin-2-one). Conditions: temperature 140 celsius, time 30 hour. Reactants: [F-].[Cs+] (cesium fluoride), CC1OC(OC1)=O (4-methyl-1,3-dioxolan-2-one), C1(=CC=CC=C1)NC(=O)NC1=CC=CC=C1 (N,N′-Diphenylurea). Procedure details: N,N′-Diphenylurea (20.7 g, 98.0 mmol) was dissolved in dimethyl sulfoxide (40 mL), and thereto were added cesium fluoride (1.48 g, 9.80 mmol) and 4-methyl-1,3-dioxolan-2-one (10.0 g, 98.0 mmol), in order. The mixture was stirred for 30 hours at 140° C. under an atmosphere of argon. After filtering off the insoluble materials, the filtrate was condensed in vacuo, and the residue was recrystallized from ethanol to give the subject 3-phenyl-5-methyloxazolidin-2-one (12.9 g, yield 74.3%).